This data is from the Open Reaction Database (ORD), a public repository of structured organic reaction records. The task is: describe an organic reaction: reactants, conditions, products, and yield Reactants: C(=O)(OC)C=P(C1=CC=CC=C1)(C1=CC=CC=C1)C1=CC=CC=C1 ((carbomethoxymethylene)triphenylphosphorane), COC1=CC=C(C=C1)/C(=C/C=O)/C1=CC=CC=C1 ((E)-3-(4-methoxyphenyl)-3-phenyl-2-propenal). The solvent is C(Cl)(Cl)(Cl)Cl (carbon tetrachloride), ClCCl (dichloromethane). Product: COC(\C=C\C=C(/C1=CC=CC=C1)\C1=CC=C(C=C1)OC)=O ((E,E)-5-(4-methoxyphenyl)-5-phenyl-2,4-pentadienoic acid methyl ester). Yield: 80.0%. RXN SMILES: [CH3:1][O:2][C:3]1[CH:8]=[CH:7][C:6](/[C:9](/[C:13]2[CH:18]=[CH:17][CH:16]=[CH:15][CH:14]=2)=[CH:10]/[CH:11]=O)=[CH:5][CH:4]=1.[C:19]([CH:23]=P(C1C=CC=CC=1)(C1C=CC=CC=1)C1C=CC=CC=1)([O:21][CH3:22])=[O:20]>C(Cl)(Cl)(Cl)Cl.ClCCl>[CH3:22][O:21][C:19](=[O:20])/[CH:23]=[CH:11]/[CH:10]=[C:9](/[C:6]1[CH:7]=[CH:8][C:3]([O:2][CH3:1])=[CH:4][CH:5]=1)\[C:13]1[CH:18]=[CH:17][CH:16]=[CH:15][CH:14]=1. Procedure: As described in Example 99, (E)-3-(4-methoxyphenyl)-3-phenyl-2-propenal (8.7 g) was reacted with (carbomethoxymethylene)triphenylphosphorane (14.2 g) in carbon tetrachloride (50 mL) and dichloromethane (5 mL) overnight at room temperature. The crude ester was isolated in the usual manner and was purified by HPLC (ether-hexane; 3:17) to yield 8.6 g of (E,E)-5-(4-methoxyphenyl)-5-phenyl-2,4-pentadienoic acid methyl ester. Crystallization of a portion from ethyl acetate-hexane gave the analytical s... The reactants are [Br-], C[Si](C)(C)Cl, CC#N, OCc1cccc2c1OC(F)(F)C2(F)F, [Li+]. Product: FC1(F)Oc2c(CBr)cccc2C1(F)F. RXN SMILES: [Br-:17].[CH3:18][Si:19]([Cl:20])([CH3:21])[CH3:22].[CH3:23][C:24]#[N:25].[F:1][C:2]1([F:15])[O:3][c:4]2[c:5]([cH:9][cH:10][cH:11][c:12]2[CH2:13][OH:14])[C:6]1([F:7])[F:8].[Li+:16]>>[F:1][C:2]1([F:15])[O:3][c:4]2[c:5]([cH:9][cH:10][cH:11][c:12]2[CH2:13][Br:17])[C:6]1([F:7])[F:8]. Starting materials: CCCC[N+](CCCC)(CCCC)CCCC, Cc1ncccc1C#C[Si](C)(C)C, [F-], C1CCOC1. Yields the product CCc1cccnc1C. As a reaction SMILES: [CH2:15]([N+:16]([CH2:17][CH2:18][CH2:19][CH3:20])([CH2:21][CH2:22][CH2:23][CH3:24])[CH2:25][CH2:26][CH2:27][CH3:28])[CH2:29][CH2:30][CH3:31].[CH3:1][c:2]1[n:3][cH:4][cH:5][cH:6][c:7]1[C:8]#[C:9][Si:10]([CH3:11])([CH3:12])[CH3:13].[F-:14].[O:32]1[CH2:33][CH2:34][CH2:35][CH2:36]1>>[CH3:1][c:2]1[n:3][cH:4][cH:5][cH:6][c:7]1[CH2:8][CH3:9]. Starting materials: COC(=O)Cl, CCN(C(C)C)C(C)C, ClCCl, COC(=O)C1CCNC(c2cc(F)c(F)cc2F)C1. Reaction SMILES: [C:29]([O:30][CH3:31])(=[O:32])[Cl:33].[CH:20]([N:21]([CH2:22][CH3:23])[CH:24]([CH3:25])[CH3:26])([CH3:27])[CH3:28].[Cl:34][CH2:35][Cl:36].[F:1][c:2]1[c:3]([CH:10]2[NH:11][CH2:12][CH2:13][CH:14]([C:16](=[O:17])[O:18][CH3:19])[CH2:15]2)[cH:4][c:5]([F:9])[c:6]([F:8])[cH:7]1>>[F:1][c:2]1[c:3]([CH:10]2[N:11]([C:29]([O:30][CH3:31])=[O:32])[CH2:12][CH2:13][CH:14]([C:16](=[O:17])[O:18][CH3:19])[CH2:15]2)[cH:4][c:5]([F:9])[c:6]([F:8])[cH:7]1. Yields the product COC(=O)C1CCN(C(=O)OC)C(c2cc(F)c(F)cc2F)C1. Reactants: CCN(C(C)C)C(C)C (DIPEA), N[C@H]1[C@@H](CN(CC1)C=1C(=C(C=C(C1)C#N)NC1=NN2C(C(=N1)N(CC1=CC=C(C=C1)OC)CC)=NC=C2C#N)Cl)O ((+/−)-2-((3-((3R,4R)-4-amino-3-hydroxypiperidin-1-yl)-2-chloro-5-cyanophenyl)amino)-4-(ethyl(4-methoxybenzyl)amino)imidazo[2,1-f][1,2,4]triazine-7-carbonitrile), ClCC1OC1 (2-(chloromethyl)oxirane). The solvent is CN(C)C=O (DMF), CN(C)C=O (DMF). Conditions: temperature 70 celsius, time 30 minute. Yields the product ClC1=C(C=C(C=C1N1C[C@H]([C@@H](CC1)N1CC(C1)O)O)C#N)NC1=NN2C(C(=N1)N(CC1=CC=C(C=C1)OC)CC)=NC=C2C#N ((+/−)-2-((2-chloro-5-cyano-3-((3R,4R)-3-hydroxy-4-(3-hydroxyazetidin-1-yl)piperidin-1-yl)phenyl)amino)-4-(ethyl(4-methoxybenzyl)amino)imidazo[2,1-f][1,2,4]triazine-7-carbonitrile). Yield: 103.7%. RXN SMILES: [NH2:1][C@@H:2]1[CH2:7][CH2:6][N:5]([C:8]2[C:9]([Cl:40])=[C:10]([NH:16][C:17]3[N:22]=[C:21]([N:23]([CH2:33][CH3:34])[CH2:24][C:25]4[CH:30]=[CH:29][C:28]([O:31][CH3:32])=[CH:27][CH:26]=4)[C:20]4=[N:35][CH:36]=[C:37]([C:38]#[N:39])[N:19]4[N:18]=3)[CH:11]=[C:12]([C:14]#[N:15])[CH:13]=2)[CH2:4][C@H:3]1[OH:41].CCN(C(C)C)C(C)C.Cl[CH2:52][CH:53]1[CH2:55][O:54]1>CN(C=O)C>[Cl:40][C:9]1[C:8]([N:5]2[CH2:6][CH2:7][C@@H:2]([N:1]3[CH2:55][CH:53]([OH:54])[CH2:52]3)[C@H:3]([OH:41])[CH2:4]2)=[CH:13][C:12]([C:14]#[N:15])=[CH:11][C:10]=1[NH:16][C:17]1[N:22]=[C:21]([N:23]([CH2:33][CH3:34])[CH2:24][C:25]2[CH:26]=[CH:27][C:28]([O:31][CH3:32])=[CH:29][CH:30]=2)[C:20]2=[N:35][CH:36]=[C:37]([C:38]#[N:39])[N:19]2[N:18]=1. Procedure details: (+/−)-2-((3-((3R,4R)-4-amino-3-hydroxypiperidin-1-yl)-2-chloro-5-cyanophenyl)amino)-4-(ethyl(4-methoxybenzyl)amino)imidazo[2,1-f][1,2,4]triazine-7-carbonitrile (29 mg, 0.046 mmol) was dissolved in DMF (1 ml) in a 4 ml vial. DIPEA (0.25 ml, 1.431 mmol) was added and the mixture warmed to 70° C. A solution of 2-(chloromethyl)oxirane (100 μl, 1.279 mmol) in DMF (1 ml) was added slowly. The reaction mixture was kept at 70° C. for 30 minutes. The crude reaction mixture was filtered through a MCX cart... The reactants are BrC1=C(C=CC=C1)F (1-bromo-2-fluorobenzene), C(CCC)[Li] (n-butyllithium), [NH4+].[Cl-] (NH4Cl), FC(C(=O)OCC)F (Ethyl 2,2-difluoroacetate). Run in C1CCOC1 (THF). Conditions: temperature -78 celsius, time 30 minute. The product is FC(C(=O)C1=C(C=CC=C1)F)F (2,2-difluoro-1-(2-fluorophenyl)ethan-1-one). Isolated yield 56.3%. As a reaction SMILES: Br[C:2]1[CH:7]=[CH:6][CH:5]=[CH:4][C:3]=1[F:8].C([Li])CCC.[F:14][CH:15]([F:21])[C:16](OCC)=[O:17].[NH4+].[Cl-]>C1COCC1>[F:14][CH:15]([F:21])[C:16]([C:2]1[CH:7]=[CH:6][CH:5]=[CH:4][C:3]=1[F:8])=[O:17] |f:3.4|. Procedure details: To a solution of 1-bromo-2-fluorobenzene (10.00 g, 57.14 mmol) in THF (200 mL) was added n-butyllithium (2.5 M, 24.00 mL) drop-wise at −78° C. over a period of 15 minutes under N2. The mixture was stirred at −78° C. for 30 min. Ethyl 2,2-difluoroacetate (10.64 g, 85.71 mmol) was added dropwise at −78° C. and stirred for 2 hours at −78° C. TLC showed no starting material remained. Saturated aqueous NH4Cl (15 mL) was added dropwise at −78° C. The reaction mixture was warmed to 25° C., extracted wi...